Dataset: the Open Reaction Database (ORD), a public repository of structured organic reaction records. Task: describe an organic reaction: reactants, conditions, products, and yield The reactants are CCC(=O)N1C(=O)OCC1Cc1ccccc1, BrCc1ccc(OCc2ccccc2)cc1, C[Si](C)(C)[N-][Si](C)(C)C, [Na+], O=C1NCCO1, C1CCOC1. Yields the product CC(Cc1ccc(OCc2ccccc2)cc1)C(=O)N1C(=O)OCC1Cc1ccccc1. Reaction SMILES: [CH2:1]([c:2]1[cH:3][cH:4][cH:5][cH:6][cH:7]1)[CH:8]1[N:9]([C:14]([CH2:15][CH3:16])=[O:17])[C:10](=[O:13])[O:11][CH2:12]1.[CH2:28]([c:29]1[cH:30][cH:31][cH:32][cH:33][cH:34]1)[O:35][c:36]1[cH:37][cH:38][c:39]([CH2:42][Br:43])[cH:40][cH:41]1.[CH3:18][Si:19]([N-:20][Si:21]([CH3:22])([CH3:23])[CH3:24])([CH3:25])[CH3:26].[Na+:27].[O:44]1[CH2:45][CH2:46][NH:47][C:48]1=[O:49].[O:50]1[CH2:51][CH2:52][CH2:53][CH2:54]1>>[CH2:1]([c:2]1[cH:3][cH:4][cH:5][cH:6][cH:7]1)[CH:8]1[N:9]([C:14]([CH:15]([CH3:16])[CH2:42][c:39]2[cH:38][cH:37][c:36]([O:35][CH2:28][c:29]3[cH:30][cH:31][cH:32][cH:33][cH:34]3)[cH:41][cH:40]2)=[O:17])[C:10](=[O:13])[O:11][CH2:12]1.